Dataset: the Open Reaction Database (ORD), a public repository of structured organic reaction records. Task: describe an organic reaction: reactants, conditions, products, and yield Reactants: ice, N[C@@H](CC1=CC=CC=C1)C(=O)O (L-phenylalanine), [N+](=O)(O)[O-] (HNO3), [N+](=O)(O)[O-] (HNO3), PbCO3. Solvent: O (H2O), OS(=O)(=O)O (H2SO4). Reaction conditions: time 12.5 minute. Yields the product [N+](=O)([O-])C1=CC=C(C[C@H](N)C(=O)O)C=C1 (p-nitrophenylalanine). The yield is 50.0%. RXN SMILES: [NH2:1][C@H:2]([C:10]([OH:12])=[O:11])[CH2:3][C:4]1[CH:9]=[CH:8][CH:7]=[CH:6][CH:5]=1.[N+:13]([O-])([OH:15])=[O:14]>OS(O)(=O)=O.O>[N+:13]([C:7]1[CH:8]=[CH:9][C:4]([CH2:3][C@@H:2]([C:10]([OH:12])=[O:11])[NH2:1])=[CH:5][CH:6]=1)([O-:15])=[O:14]. Reported procedure: 10.0 g (60.6 mmoles) of L-phenylalanine was dissolved in 16 ml concentrated H2SO4 (95-98%, D. 1.84 g/ml) at 0° C. 3.0 ml of HNO3 (90%, D. 1.5 g/ml) was added dropwise to the stirring solution keeping temperature at about 0° C. After all of the HNO3 has been added, the solution was allowed to stir 10-15 minutes. Reaction solution was then poured over about 200 ml of ice and then diluted to about 700 ml with additional H2O. This solution was then heated to a boil, and neutralized with PbCO3, about... The reactants are NC1=NC(=CC(=C1CO)C1CN(CCC1)C(=O)OC(C)(C)C)C1=C(C=CC=C1)OCC1=CC=CC=C1 (tert-butyl 3-[2-amino-6-[2-(benzyloxy)phenyl]-3-(hydroxymethyl)-4-pyridinyl]-1-piperidinecarboxylate). Reagents/catalysts: [O-2].[Mn+4].[O-2] (manganese (IV) oxide). Solvent: C(Cl)Cl (methylene chloride). Reaction conditions: time 40 minute. Yields the product NC1=NC(=CC(=C1C=O)C1CN(CCC1)C(=O)OC(C)(C)C)C1=C(C=CC=C1)OCC1=CC=CC=C1 (tert-butyl 3-[2-amino-6-[2-(benzyloxy)phenyl]-3-formyl-4-pyridinyl]-1-piperidinecarboxylate). Isolated yield 73.0%. As a reaction SMILES: [NH2:1][C:2]1[C:7]([CH2:8][OH:9])=[C:6]([CH:10]2[CH2:15][CH2:14][CH2:13][N:12]([C:16]([O:18][C:19]([CH3:22])([CH3:21])[CH3:20])=[O:17])[CH2:11]2)[CH:5]=[C:4]([C:23]2[CH:28]=[CH:27][CH:26]=[CH:25][C:24]=2[O:29][CH2:30][C:31]2[CH:36]=[CH:35][CH:34]=[CH:33][CH:32]=2)[N:3]=1>C(Cl)Cl.[O-2].[Mn+4].[O-2]>[NH2:1][C:2]1[C:7]([CH:8]=[O:9])=[C:6]([CH:10]2[CH2:15][CH2:14][CH2:13][N:12]([C:16]([O:18][C:19]([CH3:22])([CH3:21])[CH3:20])=[O:17])[CH2:11]2)[CH:5]=[C:4]([C:23]2[CH:28]=[CH:27][CH:26]=[CH:25][C:24]=2[O:29][CH2:30][C:31]2[CH:32]=[CH:33][CH:34]=[CH:35][CH:36]=2)[N:3]=1 |f:2.3.4|. Procedure details: To a solution of tert-butyl 3-[2-amino-6-[2-(benzyloxy)phenyl]-3-(hydroxymethyl)-4-pyridinyl]-1-piperidinecarboxylate (0.900 g, 1.838 mmol) in methylene chloride (20 mL) was added manganese (IV) oxide (3.20 g, 36.8 mmol). After stirred at room temperature for 40 min, the mixture was filtered to remove the manganese salt. The filtrate was concentrated under reduced pressure. The resulting solid was purified by recrystallization from a mixture of ethyl acetate and hexane to give tert-butyl 3-[2-am... Starting materials: ClC=1C=C(C=CC1N1CCOCC1)C1=NC=2C(=CCCC2C=N1)OCC (2-(3-Chloro-4-morpholin-4-yl-phenyl)-8-ethoxy-5,6-dihydro-quinazoline), C(=O)(O)[O-].[Na+] (NaHCO3). Solvent: C(C)(=O)O (acetic acid). Product: ClC=1C=C(C=CC1N1CCOCC1)C1=NC=2C(CCCC2C=N1)=O (2-(3-Chloro-4-morpholin-4-yl-phenyl)-6,7-dihydro-5H-quinazolin-8-one). As a reaction SMILES: [Cl:1][C:2]1[CH:3]=[C:4]([C:14]2[N:23]=[CH:22][C:21]3[CH2:20][CH2:19][CH:18]=[C:17]([O:24]CC)[C:16]=3[N:15]=2)[CH:5]=[CH:6][C:7]=1[N:8]1[CH2:13][CH2:12][O:11][CH2:10][CH2:9]1.C([O-])(O)=O.[Na+]>C(O)(=O)C>[Cl:1][C:2]1[CH:3]=[C:4]([C:14]2[N:23]=[CH:22][C:21]3[CH2:20][CH2:19][CH2:18][C:17](=[O:24])[C:16]=3[N:15]=2)[CH:5]=[CH:6][C:7]=1[N:8]1[CH2:13][CH2:12][O:11][CH2:10][CH2:9]1 |f:1.2|. Procedure details: 2-(3-Chloro-4-morpholin-4-yl-phenyl)-8-ethoxy-5,6-dihydro-quinazoline (0.38 g, 1.0 mmol) is refluxed in 20 ml 25% aqueous acetic acid for 1 hour. The reaction mixture is neutralized using solid NaHCO3 and the product is extracted with ethyl acetate. MS (m/z, ES+): 344 (MH+). Reactants: Br.Br.C1(CCCCC1)C1=CC=C(C=C1)N1CCNCC1 (1-(4-cyclohexylphenyl)piperazine dihydrobromide), C([O-])(O)=O.[K+] (potassium bicarbonate), methyl 4-(2-chloroethylphenyl) benzoate, O (water), C(C)(=O)OCC (ethyl acetate). Solvent: CN(C=O)C (N,N-dimethylformamide). Reaction conditions: temperature 120 celsius, time 24 hour. The product is C1(CCCCC1)C1=CC=C(C=C1)N1CCN(CC1)CCC1=CC=C(C(=O)OC)C=C1 (methyl 4-[2-[4-(4-cyclohexylphenyl)-piperazin-1-yl]ethyl]benzoate). As a reaction SMILES: Br.Br.[CH:3]1([C:9]2[CH:14]=[CH:13][C:12]([N:15]3[CH2:20][CH2:19][NH:18][CH2:17][CH2:16]3)=[CH:11][CH:10]=2)[CH2:8][CH2:7][CH2:6][CH2:5][CH2:4]1.C(=O)(O)[O-].[K+].O.[C:27]([O:30][CH2:31]C)(=[O:29])[CH3:28]>CN(C)C=O>[CH:3]1([C:9]2[CH:14]=[CH:13][C:12]([N:15]3[CH2:16][CH2:17][N:18]([CH2:10][CH2:9][C:3]4[CH:8]=[CH:7][C:28]([C:27]([O:30][CH3:31])=[O:29])=[CH:5][CH:4]=4)[CH2:19][CH2:20]3)=[CH:11][CH:10]=2)[CH2:4][CH2:5][CH2:6][CH2:7][CH2:8]1 |f:0.1.2,3.4|. Procedure: To a suspension of 1-(4-cyclohexylphenyl)piperazine dihydrobromide (2.5 g) and potassium bicarbonate (2.125 g) in N,N-dimethylformamide (6 ml) was added methyl 4-(2-chloroethylphenyl) benzoate (1.22 g) and stirred for 24 hours at 120° C. The reaction mixture was added to a mixture of water and ethyl acetate. The organic layer was taken and dried over magnesium sulfate. The magnesium sulfate was filtered off, and the filtrate was evaporated under reduced pressure to give methyl 4-[2-[4-(4-cyclohe... The reactants are C(CCC)C=1C=C2C=CC=NC2=C(C1)OC1CCNCC1 (6-Butyl-8-(4-piperidinyloxy)quinoline), CC(C)(C)S(=O)(=O)CCCCBr (4-bromobutyl 1,1-dimethylethyl sulfone), C([O-])(O)=O.[Na+] (sodium bicarbonate), C(CCC)C=1C=C2C=CC=NC2=C(C1)OC1CCNCC1 (6-Butyl-8-(4-piperidinyloxy)quinoline), [I-].[Na+] (sodium iodide), CC(C)(C)S(=O)(=O)CCCCBr (4-bromobutyl 1,1-dimethylethyl sulfone). The solvent is CO (methanol), CN(C)C=O (DMF). Run at temperature 150 celsius. Yields the product C(=O)O.C(CCC)C=1C=C2C=CC=NC2=C(C1)OC1CCN(CC1)CCCCS(=O)(=O)C(C)(C)C (6-Butyl-8-[(1-{4-[(1,1-dimethylethyl)sulfonyl]butyl}-4-piperidinyl)oxy]quinoline, formate salt). Yield: 49.8%. Reaction SMILES: [CH2:1]([C:5]1[CH:6]=[C:7]2[C:12](=[C:13]([O:15][CH:16]3[CH2:21][CH2:20][NH:19][CH2:18][CH2:17]3)[CH:14]=1)[N:11]=[CH:10][CH:9]=[CH:8]2)[CH2:2][CH2:3][CH3:4].[I-].[Na+].[C:24](=O)([OH:26])[O-:25].[Na+].[CH3:29][C:30]([S:33]([CH2:36][CH2:37][CH2:38][CH2:39]Br)(=[O:35])=[O:34])([CH3:32])[CH3:31]>CN(C=O)C.CO>[CH:24]([OH:26])=[O:25].[CH2:1]([C:5]1[CH:6]=[C:7]2[C:12](=[C:13]([O:15][CH:16]3[CH2:17][CH2:18][N:19]([CH2:39][CH2:38][CH2:37][CH2:36][S:33]([C:30]([CH3:29])([CH3:32])[CH3:31])(=[O:34])=[O:35])[CH2:20][CH2:21]3)[CH:14]=1)[N:11]=[CH:10][CH:9]=[CH:8]2)[CH2:2][CH2:3][CH3:4] |f:1.2,3.4,8.9|. Procedure: A mixture of 6-butyl-8-(4-piperidinyloxy)quinoline (for example, as prepared for Intermediate 4) (65 mg, 0.23 mmol), sodium iodide (47 mg, 0.3 mmol), sodium bicarbonate (190 mg, 2.2 mmol) and 4-bromobutyl 1,1-dimethylethyl sulfone (for example, as prepared for Intermediate 22) (94 mg) in DMF (2 ml) was heated in a Smith Creator™ microwave oven at 150° C. for 20 min. The reaction mixture was applied to an SCX-2 cartridge (10 g), preconditioned with methanol, and eluted with methanol, followed by ... The reactants are COC=1C=C(CCl)C=C(C1OC)OC (3,4,5-trimethoxybenzyl chloride), ClC1=C(C=CC=C1)N1CCNCC1 (N-(2-chlorophenyl)-piperazine), C(=O)([O-])[O-].[K+].[K+] (K2CO3). Product: Cl.Cl.COC=1C=C(CN2CCN(CC2)C2=C(C=CC=C2)Cl)C=C(C1OC)OC (N-(3,4,5-trimethoxy-benzyl)-N'-(2-chlorophenyl)-piperazine dihydrochloride). The yield is 111.3%. Reaction SMILES: [CH3:1][O:2][C:3]1[CH:4]=[C:5]([CH:8]=[C:9]([O:13][CH3:14])[C:10]=1[O:11][CH3:12])[CH2:6][Cl:7].[Cl:15][C:16]1[CH:21]=[CH:20][CH:19]=[CH:18][C:17]=1[N:22]1[CH2:27][CH2:26][NH:25][CH2:24][CH2:23]1.C([O-])([O-])=O.[K+].[K+]>>[ClH:7].[ClH:15].[CH3:1][O:2][C:3]1[CH:4]=[C:5]([CH:8]=[C:9]([O:13][CH3:14])[C:10]=1[O:11][CH3:12])[CH2:6][N:25]1[CH2:24][CH2:23][N:22]([C:17]2[CH:18]=[CH:19][CH:20]=[CH:21][C:16]=2[Cl:15])[CH2:27][CH2:26]1 |f:2.3.4,5.6.7|. Procedure: 4.33 g of 3,4,5-trimethoxybenzyl chloride and 3.93 g of N-(2-chlorophenyl)-piperazine and 3.5 g of K2CO3 are reacted and processed according to example 2. 5.0 g of N-(3,4,5-trimethoxy-benzyl)-N'-(2-chlorophenyl)-piperazine dihydrochloride is obtained.